From a dataset of the Open Reaction Database (ORD), a public repository of structured organic reaction records. describe an organic reaction: reactants, conditions, products, and yield Reactants: CN1C(C(C2=CC(=CC=C12)OC)(CC(=O)O)C)=O (1,3-dimethyl-5-methoxyoxindole-3-acetic acid), COC1=C(C=C2C(=C1)[C@]34CCN5[C@H]3C[C@@H]6[C@@H]7[C@@H]4N2C(=O)C[C@@H]7OCC=C6C5)OC.O (brucine hydrate). Run in O (water). Run at time 12 hour. The product is COC=1C=C2C(=CC1OC)N3[C@@H]4[C@]25CCN6[C@H]5C[C@@H]7[C@H]4[C@H](CC3=O)OCC=C7C6 (brucine), 5a. RXN SMILES: CN1C2C(=CC(OC)=CC=2)C(C)(CC(O)=O)C1=O.[CH3:19][O:20][C:21]1[CH:26]=[C:25]2[C@@:27]34[C@H:35]5[N:36]([C:37]([CH2:39][C@@H:40]6[O:41][CH2:42][CH:43]=[C:44]7[CH2:45][N:30]([C@H:31]3[CH2:32][C@@H:33]7[C@H:34]56)[CH2:29][CH2:28]4)=[O:38])[C:24]2=[CH:23][C:22]=1[O:46][CH3:47].O>O>[CH3:19][O:20][C:21]1[CH:26]=[C:25]2[C@@:27]34[C@@H:31]5[CH2:32][C@H:33]6[C:44]([CH2:45][N:30]5[CH2:29][CH2:28]3)=[CH:43][CH2:42][O:41][C@H:40]3[CH2:39][C:37](=[O:38])[N:36]([C@H:35]4[C@@H:34]63)[C:24]2=[CH:23][C:22]=1[O:46][CH3:47] |f:1.2|. Reported procedure: Acid 4 (7.1 g) and brucine hydrate (13.3 g) were dissolved in water (150 ml) under cautious warming. The clear solution was left standing for 12 h. at room temperature and the brucine salt filtered, and crystallized twice from water, to afford optically pure brucine salt of 5a (10.8 g): m.p. 115° degrees C.; [α]D-33.2 degrees (c=1.0, EtOH); C36H42N3O8 ·4 H2O: calc. C 60.34, H 6.98, N 5.87%; found C 60.59, H 6.81, N 5.87%. The brucine salt obtained above was dissolved in water (200 ml) under warm...